This data is from the Open Reaction Database (ORD), a public repository of structured organic reaction records. The task is: describe an organic reaction: reactants, conditions, products, and yield Starting materials: C(=O)(O)[O-].[Na+] (NaHCO3), CC1(CCN(CC1)C(=O)OC(C)(C)C)N1CCC(CC1)=O (tert-butyl 4-methyl-4-(4-oxo-1-piperidyl)piperidine-1-carboxylate), [C@H]1([C@H](CCCC1)N)N ((1S,2S)-cyclohexane-1,2-diamine), C(C)(=O)O[BH-](OC(C)=O)OC(C)=O.[Na+] (sodium triacetoxyborohydride). The solvent is ClCCl (dichloromethane). Reaction conditions: time 12 hour. Yields the product N[C@@H]1[C@H](CCCC1)NC1CCN(CC1)C1(CCN(CC1)C(=O)OC(C)(C)C)C (tert-butyl 4-[4-[[(1S,2S)-2-aminocyclohexyl]amino]-1-piperidyl]-4-methyl-piperidine-1-carboxylate). RXN SMILES: [CH3:1][C:2]1([N:15]2[CH2:20][CH2:19][C:18](=O)[CH2:17][CH2:16]2)[CH2:7][CH2:6][N:5]([C:8]([O:10][C:11]([CH3:14])([CH3:13])[CH3:12])=[O:9])[CH2:4][CH2:3]1.[C@H:22]1([NH2:29])[CH2:27][CH2:26][CH2:25][CH2:24][C@@H:23]1[NH2:28].C(O[BH-](OC(=O)C)OC(=O)C)(=O)C.[Na+].C([O-])(O)=O.[Na+]>ClCCl>[NH2:28][C@H:23]1[CH2:24][CH2:25][CH2:26][CH2:27][C@@H:22]1[NH:29][CH:18]1[CH2:19][CH2:20][N:15]([C:2]2([CH3:1])[CH2:3][CH2:4][N:5]([C:8]([O:10][C:11]([CH3:14])([CH3:13])[CH3:12])=[O:9])[CH2:6][CH2:7]2)[CH2:16][CH2:17]1 |f:2.3,4.5|. Procedure details: To a solution of tert-butyl 4-methyl-4-(4-oxo-1-piperidyl)piperidine-1-carboxylate (2.96 g, 10.0 mmol) and (1S,2S)-cyclohexane-1,2-diamine (2.29 g, 20.0 mmol) in dichloromethane (80 mL) was added sodium triacetoxyborohydride (3.18, 15.0 mmol) and stirred at room temperature for 12 h. Saturated NaHCO3 (40 mL) was added, phases were separated and the aqueous layer was extracted with dichloromethane (2×60 mL). The combined organic phases were washed with brine, dried over Na2SO4 and concentrated in...